describe an organic reaction: reactants, conditions, products, and yield From a dataset of the Open Reaction Database (ORD), a public repository of structured organic reaction records. The reactants are C1CCOC1, CNO, O=[N+]([O-])c1ccc(Oc2ncc(Cl)cc2Cl)cc1[N+](=O)[O-], [K+], [K+], O=C([O-])[O-]. Yields the product CN(O)c1cc(Oc2ncc(Cl)cc2Cl)ccc1[N+](=O)[O-]. Reaction SMILES: [CH2:31]1[O:32][CH2:33][CH2:34][CH2:35]1.[CH3:22][NH:23][OH:24].[Cl:1][c:2]1[c:3]([O:9][c:10]2[cH:11][c:12]([N+:19](=[O:20])[O-:21])[c:13]([N+:16](=[O:17])[O-:18])[cH:14][cH:15]2)[n:4][cH:5][c:6]([Cl:8])[cH:7]1.[K+:25].[K+:26].[O-:27][C:28]([O-:29])=[O:30]>>[Cl:1][c:2]1[c:3]([O:9][c:10]2[cH:11][c:12]([N:19]([OH:21])[CH3:22])[c:13]([N+:16](=[O:17])[O-:18])[cH:14][cH:15]2)[n:4][cH:5][c:6]([Cl:8])[cH:7]1. The reactants are ClC1=C(C=CC2=CC=C(C(=O)OC)C=C2)C=CC=C1 (methyl 4-(2-chlorostyryl)benzoate), [OH-].[Na+] (sodium hydroxide). The solvent is CO (methanol). Reaction conditions: time 3 hour. Product: ClC1=C(C=CC2=CC=C(C(=O)O)C=C2)C=CC=C1 (4-(2-chlorostyryl)benzoic acid). The yield is 101.0%. As a reaction SMILES: [Cl:1][C:2]1[CH:19]=[CH:18][CH:17]=[CH:16][C:3]=1[CH:4]=[CH:5][C:6]1[CH:15]=[CH:14][C:9]([C:10]([O:12]C)=[O:11])=[CH:8][CH:7]=1.[OH-].[Na+]>CO>[Cl:1][C:2]1[CH:19]=[CH:18][CH:17]=[CH:16][C:3]=1[CH:4]=[CH:5][C:6]1[CH:15]=[CH:14][C:9]([C:10]([OH:12])=[O:11])=[CH:8][CH:7]=1 |f:1.2|. Procedure details: A mixture of methyl 4-(2-chlorostyryl)benzoate (trans form) (1.42 g), 5N sodium hydroxide (1.6 ml) and methanol (20 ml) is stirred at room temperature for three hours, and refluxed for two hours. The mixture is evaporated to remove the methanol, and to the residue is added water. The mixture is acidified with conc. hydrochloric acid, and stirred at room temperature for 16 hours. The precipitated crystals are collected by filtration to give 4-(2-chlorostyryl)benzoic acid (1.36 g) as white powder. Starting materials: C(C)(C)(C)OC(=O)N1CC(OCC1)C(=O)O (4-(tert-butoxycarbonyl)morpholine-2-carboxylic acid), CNOC (N,O-dimethylhydroxylamine), Cl.CN(CCCN=C=NCC)C (1-(3-dimethylaminopropyl)-3-ethyl carbodiimide hydrochloride), O.ON1N=NC2=C1C=CC=C2 (1-hydroxybenztriazole monohydrate). Run in CN(C)C=O (DMF). Reaction conditions: time 15 minute. Product: CON(C(=O)C1CN(CCO1)C(=O)OC(C)(C)C)C (tert-butyl 2-[methoxy(methyl)carbamoyl]morpholine-4-carboxylate). As a reaction SMILES: [C:1]([O:5][C:6]([N:8]1[CH2:13][CH2:12][O:11][CH:10]([C:14]([OH:16])=O)[CH2:9]1)=[O:7])([CH3:4])([CH3:3])[CH3:2].Cl.CN(C)CCCN=C=NCC.O.ON1C2C=CC=CC=2N=N1.[CH3:40][NH:41][O:42][CH3:43]>CN(C=O)C>[CH3:43][O:42][N:41]([CH3:40])[C:14]([CH:10]1[O:11][CH2:12][CH2:13][N:8]([C:6]([O:5][C:1]([CH3:2])([CH3:3])[CH3:4])=[O:7])[CH2:9]1)=[O:16] |f:1.2,3.4|. Procedure: Commercially available 4-(tert-butoxycarbonyl)morpholine-2-carboxylic acid (1.95 g, 8.43 mmol), 1-(3-dimethylaminopropyl)-3-ethyl carbodiimide hydrochloride (1.94 g, 10.1 mmol) and 1-hydroxybenztriazole monohydrate (1.25 g, 9.28 mmol) were combined in DMF (10 mL) and stirred at rt for 15 min. before adding N,O-dimethylhydroxylamine (0.987 g, 10.1 mmol), The reaction was stirred at rt overnight. The reaction was then concentrated and partitioned between saturated NaHCO3 and 20% isopropanol in CHC...